Task: describe an organic reaction: reactants, conditions, products, and yield. Dataset: the Open Reaction Database (ORD), a public repository of structured organic reaction records The reactants are CC1C(C2=C(C=CC(=C2C1)C(C)C)C)=O (2,7-dimethyl-4-isopropyl-1-indanone), [H-].[Al+3].[Li+].[H-].[H-].[H-] (lithium aluminum hydride), ice water, [OH-].[Na+] (sodium hydroxide). Solvent: C(C)OCC (diethyl ether), C(C)OCC (diethyl ether). Run at time 1.5 hour. Product: CC1C(C2=C(C=CC(=C2C1)C(C)C)C)O (2,7-Dimethyl-4-isopropyl-1-indanol). RXN SMILES: [H-].[Al+3].[Li+].[H-].[H-].[H-].[CH3:7][CH:8]1[CH2:16][C:15]2[C:10](=[C:11]([CH3:20])[CH:12]=[CH:13][C:14]=2[CH:17]([CH3:19])[CH3:18])[C:9]1=[O:21].[OH-].[Na+]>C(OCC)C>[CH3:7][CH:8]1[CH2:16][C:15]2[C:10](=[C:11]([CH3:20])[CH:12]=[CH:13][C:14]=2[CH:17]([CH3:18])[CH3:19])[CH:9]1[OH:21] |f:0.1.2.3.4.5,7.8|. Procedure details: In a 1-liter three-necked flask equipped with a 300-ml dropping funnel and a Dimroth condenser were charged 5.00 g (0.132 mol) of lithium aluminum hydride and 300 ml of diethyl ether, to which was dripped down at 0° C. over 1.5 hours about 50 g (0.25 mol) of 2,7-dimethyl-4-isopropyl-1-indanone diluted with 200 ml of diethyl ether. After stirring at room temperature for 30 minutes, the mixture was stirred under reflux for 1.5 hours. After completion of the reaction, 10 ml of ice water and 10 ml o...